From a dataset of the Open Reaction Database (ORD), a public repository of structured organic reaction records. describe an organic reaction: reactants, conditions, products, and yield Reactants: [H-].[H-].[H-].[H-].[Li+].[Al+3] (LAH), N1(CCOCC1)C(CC=1C=C(C=CC1)N1N=NC(=C1)C1=NNC2=CC=CC=C12)=O (3-{1-[3-(2-morpholin-4-yl-2-oxoethyl)phenyl]-1H-1,2,3-triazol-4-yl}-1H-indazole), CCOC(=O)C (EtOAc), O (Water). Run in C1CCOC1 (THF). Run at time 8 hour. Product: N1(CCOCC1)CCC=1C=C(C=CC1)N1N=NC(=C1)C1=NNC2=CC=CC=C12 (3-{1-[3-(2-morpholin-4-ylethyl)phenyl]-1H-1,2,3-triazol-4-yl}-1H-indazole). As a reaction SMILES: [H-].[H-].[H-].[H-].[Li+].[Al+3].[N:7]1([C:13](=O)[CH2:14][C:15]2[CH:16]=[C:17]([N:21]3[CH:25]=[C:24]([C:26]4[C:34]5[C:29](=[CH:30][CH:31]=[CH:32][CH:33]=5)[NH:28][N:27]=4)[N:23]=[N:22]3)[CH:18]=[CH:19][CH:20]=2)[CH2:12][CH2:11][O:10][CH2:9][CH2:8]1.O.CCOC(C)=O>C1COCC1>[N:7]1([CH2:13][CH2:14][C:15]2[CH:16]=[C:17]([N:21]3[CH:25]=[C:24]([C:26]4[C:34]5[C:29](=[CH:30][CH:31]=[CH:32][CH:33]=5)[NH:28][N:27]=4)[N:23]=[N:22]3)[CH:18]=[CH:19][CH:20]=2)[CH2:8][CH2:9][O:10][CH2:11][CH2:12]1 |f:0.1.2.3.4.5|. Reported procedure: LAH (1M in THF, 107 μl; 0.26 mmol; 2.0 eq.) was added dropwise to a cooled (0° C.) solution of 3-{1-[3-(2-morpholin-4-yl-2-oxoethyl)phenyl]-1H-1,2,3-triazol-4-yl}-1H-indazole (50 mg, 0.13 mmol, 1 eq.) in dry THF (1 mL). The reaction mixture was allowed to warm to RT and stirred overnight. Water was added and the reaction mixture was extrated three times with EtOAc. Combined organic phases were dried over magnesium sulfate, filtered and concentratd. The crude was purified by preparative HPLC to g... Reactants: BrC=1SC=C(N1)NC(CCC)=O (2-bromo-4-butyramidothiazole), C(C)(=O)[O-].[Na+] (sodium acetate), [H][H] (hydrogen). Reagents/catalysts: [Pd] (Pd/C). Solvent: CO (methanol). The product is C(CCC)(=O)NC=1N=CSC1 (4-Butyramidothiazole). The yield is 40.2%. As a reaction SMILES: Br[C:2]1[S:3][CH:4]=[C:5]([NH:7][C:8](=[O:12])[CH2:9][CH2:10][CH3:11])[N:6]=1.C([O-])(=O)C.[Na+].[H][H]>CO.[Pd]>[C:8]([NH:7][C:5]1[N:6]=[CH:2][S:3][CH:4]=1)(=[O:12])[CH2:9][CH2:10][CH3:11] |f:1.2|. Procedure: A solution of 2-bromo-4-butyramidothiazole (4 g) and sodium acetate (1.35 g) in methanol (100 ml) was hydrogenated at atmospheric pressure over 10% Pd/C (1 g) as catalyst until theoretical uptake of hydrogen had occurred. The catalyst was removed by filtration and washed with methanol and the extracts evaporated in vacuo. The residue was recrystallised from hexane and the crystals sublimed at 50° C. at 0.2 mm and the sublimate recrystallised from carbon tetrachloride to give the title compound (... The reactants are [BH3-]C#N, CC(=O)O, CO, CCOC(C)=O, O=C(C1CC1)C1CC1, C=CC(c1cccc(Cl)c1)C(N)c1ccc(Cl)cc1, [Na+]. Yields the product C=CC(c1cccc(Cl)c1)C(NC(C1CC1)C1CC1)c1ccc(Cl)cc1. Reaction SMILES: [C:32]([BH3-:33])#[N:34].[CH3:28][C:29](=[O:30])[OH:31].[CH3:36][OH:37].[CH3:38][CH2:39][O:40][C:41](=[O:42])[CH3:43].[CH:20]1([C:23](=[O:24])[CH:25]2[CH2:26][CH2:27]2)[CH2:21][CH2:22]1.[Cl:1][c:2]1[cH:3][c:4]([CH:8]([CH:9]([NH2:10])[c:11]2[cH:12][cH:13][c:14]([Cl:17])[cH:15][cH:16]2)[CH:18]=[CH2:19])[cH:5][cH:6][cH:7]1.[Na+:35]>>[Cl:1][c:2]1[cH:3][c:4]([CH:8]([CH:9]([NH:10][CH:23]([CH:20]2[CH2:21][CH2:22]2)[CH:25]2[CH2:26][CH2:27]2)[c:11]2[cH:12][cH:13][c:14]([Cl:17])[cH:15][cH:16]2)[CH:18]=[CH2:19])[cH:5][cH:6][cH:7]1. Reactants: O1CCC2(CC1)CCC1=C(C=N2)C=CC=C1 (4,5-dihydro-3H-benzo[c]azepin-3-spiro-4'-tetrahydropyran), O1CCC2(CC1)N=CC1=CC=CC=C1C2 (3,4-Dihydroisoquinoline-3-spiro-4'-tetrahydropyran), CI CH4. Yields the product O1CCC2(CC1)CCC1=C(CN2)C=CC=C1 (1,2,4,5-tetrahydro-3H-benzo[c]azepin-3-spiro-4'-tetrahydropyran). Reaction SMILES: [O:1]1[CH2:6][CH2:5][C:4]2([N:12]=[CH:11][C:10]3[CH:13]=[CH:14][CH:15]=[CH:16][C:9]=3[CH2:8][CH2:7]2)[CH2:3][CH2:2]1.O1CCC2(CC3C(=CC=CC=3)C=N2)CC1>>[O:1]1[CH2:6][CH2:5][C:4]2([NH:12][CH2:11][C:10]3[CH:13]=[CH:14][CH:15]=[CH:16][C:9]=3[CH2:8][CH2:7]2)[CH2:3][CH2:2]1. Procedure: Imine 22 (0.430 g, 2.00 mmol) from the previous reaction is reduced according to general procedure D. The product is isolated after an acid/base work-up as described above for the reduction of 21. The resulting white crystals, mp 76-78° C., weigh 0.427 g (98%). 1H NMR(CDCl3) 7.20-7.05(m,4), 3.89(s,2), 3.88-3.75(m,2), 3.70-3.60(m,2), 2.90-2.80(m,2), 1.80-1.55(m,6), 1.23(br s,1); 13C NMR(CDCl3) 142.69, 141.94, 129.21, 127.88, 126.85, 126.00, 63.35, 52.14, 46.70, 40.44, 36.92, 29.34; MS (MW=217.3, ... Run in I,4-dioxan. Isolated yield 53.1%. The reactants are C(CCC)(=O)C=1C=NC2=C(C=CC=C2C1Cl)OC (3-Butyryl-4-chloro-8-methoxyquinoline), NC1=C(CO)C=CC=C1 (2-aminobenzyl alcohol). As a reaction SMILES: [C:1]([C:6]1[CH:7]=[N:8][C:9]2[C:14]([C:15]=1Cl)=[CH:13][CH:12]=[CH:11][C:10]=2[O:17][CH3:18])(=[O:5])[CH2:2][CH2:3][CH3:4].[NH2:19][C:20]1[CH:27]=[CH:26][CH:25]=[CH:24][C:21]=1[CH2:22][OH:23]>>[C:1]([C:6]1[CH:7]=[N:8][C:9]2[C:14]([C:15]=1[NH:19][C:20]1[CH:27]=[CH:26][CH:25]=[CH:24][C:21]=1[CH2:22][OH:23])=[CH:13][CH:12]=[CH:11][C:10]=2[O:17][CH3:18])(=[O:5])[CH2:2][CH2:3][CH3:4]. Procedure details: 3-Butyryl-4-chloro-8-methoxyquinoline (2.64 g, 10 mmol) was dissolved in I,4-dioxan (10 ml), 2-aminobenzyl alcohol (1.85 g, I5 mmol) added, and the mixture heated to reflux for 5 minutes. The dioxan was evaporated, water added, and the product extracted into dichloromethane. Chromatography (silica gel, ethyl acetate) and recrystallisation from ethyl acetate gave 3-butyryl-4-(2-(hydroxymethyl)phenylamino)-8-methoxyquinoline (1.86 g, 53%), m.p. 159°-161°. Yields the product C(CCC)(=O)C=1C=NC2=C(C=CC=C2C1NC1=C(C=CC=C1)CO)OC (3-butyryl-4-(2-(hydroxymethyl)phenylamino)-8-methoxyquinoline). The reactants are CNC, Cc1ccc(Oc2ccc(Nc3ncnc4ccc(NC(=O)CCNC(=O)CCl)cc34)cc2C)cn1. Yields the product Cc1ccc(Oc2ccc(Nc3ncnc4ccc(NC(=O)CCNC(=O)CN(C)C)cc34)cc2C)cn1. As a reaction SMILES: [CH3:37][NH:38][CH3:39].[Cl:1][CH2:2][C:3](=[O:4])[NH:5][CH2:6][CH2:7][C:8](=[O:9])[NH:10][c:11]1[cH:12][c:13]2[c:14]([NH:21][c:22]3[cH:23][c:24]([CH3:36])[c:25]([O:28][c:29]4[cH:30][n:31][c:32]([CH3:35])[cH:33][cH:34]4)[cH:26][cH:27]3)[n:15][cH:16][n:17][c:18]2[cH:19][cH:20]1>>[CH2:2]([C:3](=[O:4])[NH:5][CH2:6][CH2:7][C:8](=[O:9])[NH:10][c:11]1[cH:12][c:13]2[c:14]([NH:21][c:22]3[cH:23][c:24]([CH3:36])[c:25]([O:28][c:29]4[cH:30][n:31][c:32]([CH3:35])[cH:33][cH:34]4)[cH:26][cH:27]3)[n:15][cH:16][n:17][c:18]2[cH:19][cH:20]1)[N:38]([CH3:37])[CH3:39]. Starting materials: [Br-], CC(C)(C)[Si](C)(C)OCCOCc1nc(Br)c(Br)n1COCC[Si](C)(C)C, CC[Mg+], C1CCOC1, CCOCC, CN(C)C=O. Product: CC(C)(C)[Si](C)(C)OCCOCc1nc(Br)c(C=O)n1COCC[Si](C)(C)C. Reaction SMILES: [Br-:1].[Br:5][c:6]1[n:7][c:8]([CH2:20][O:21][CH2:22][CH2:23][O:24][Si:25]([CH3:26])([CH3:27])[C:28]([CH3:29])([CH3:30])[CH3:31])[n:9]([CH2:12][O:13][CH2:14][CH2:15][Si:16]([CH3:17])([CH3:18])[CH3:19])[c:10]1[Br:11].[CH2:2]([Mg+:3])[CH3:4].[CH2:42]1[O:43][CH2:44][CH2:45][CH2:46]1.[CH3:37][CH2:38][O:39][CH2:40][CH3:41].[O:32]=[CH:33][N:34]([CH3:35])[CH3:36]>>[Br:5][c:6]1[n:7][c:8]([CH2:20][O:21][CH2:22][CH2:23][O:24][Si:25]([CH3:26])([CH3:27])[C:28]([CH3:29])([CH3:30])[CH3:31])[n:9]([CH2:12][O:13][CH2:14][CH2:15][Si:16]([CH3:17])([CH3:18])[CH3:19])[c:10]1[CH:33]=[O:32]. Reactants: FC=1C=NC(=NC1)C#N (5-fluoropyrimidine-2-carbonitrile), C1CCOC1 (THF), C[Mg+].[Br-] (MeMgBr), solution. Run in CCOCC (ether). Conditions: temperature 0 celsius, time 2 hour. The product is FC=1C=NC(=NC1)C(C)=O (1-(5-Fluoropyrimidin-2-Yl)Ethanone). Yield: 46.0%. RXN SMILES: [F:1][C:2]1[CH:3]=[N:4][C:5](C#N)=[N:6][CH:7]=1.[CH2:10]1[CH2:14][O:13]CC1.C[Mg+].[Br-]>CCOCC>[F:1][C:2]1[CH:3]=[N:4][C:5]([C:14](=[O:13])[CH3:10])=[N:6][CH:7]=1 |f:2.3|. Procedure details: A round-bottom-flask containing 5-fluoropyrimidine-2-carbonitrile (Method 59, 1.50 g, 12.19 mmol) was charged with anhydrous THF (30 ml) under N2. The solution was cooled to 0° C., and a solution of MeMgBr (4.90 ml of a 3.0 M solution in ether, 14.62 mmol) was added dropwise. After 2 hours at 0° C., the reaction mixture was quenched with ice water and extracted with EtOAc. The organic extract was washed with brine, dried over Na2SO4, and evaporated to dryness to give the title compound as an oil... The reactants are S1(CCCCC2=C1C=CC=C2)=O (tetrahydrobenzothiepine-1-oxide), ClC=1C=C(C(=O)OO)C=CC1 (m-chloroperoxybenzoic acid), C(=O)(O)[O-].[Na+] (NaHCO3), [O-]S(=O)[O-].[Na+].[Na+] (Na2SO3). Run in C(Cl)Cl (methylene chloride). Run at temperature 0 celsius, time 2 hour. The product is S1(CCCCC2=C1C=CC=C2)(=O)=O (tetrahydrobenzothiepine-1,1-dioxide). Isolated yield 213.2%. Reaction SMILES: [S:1]1(=[O:12])[C:7]2[CH:8]=[CH:9][CH:10]=[CH:11][C:6]=2[CH2:5][CH2:4][CH2:3][CH2:2]1.ClC1C=C(C=CC=1)C(OO)=[O:18].[O-]S([O-])=O.[Na+].[Na+].C([O-])(O)=O.[Na+]>C(Cl)Cl>[S:1]1(=[O:18])(=[O:12])[C:7]2[CH:8]=[CH:9][CH:10]=[CH:11][C:6]=2[CH2:5][CH2:4][CH2:3][CH2:2]1 |f:2.3.4,5.6|. Procedure: To a stirred solution of 13.44 g (31.07 mmol) of enantiomerically-enriched tetrahydrobenzothiepine-1-oxide ((4R,5R)-XXIV) in 150 mL of methylene chloride was added 9.46 g of 68% m-chloroperoxybenzoic acid (37.28 mmol, Sigma) at 0° C. After stirring at 0° C. for 2 hours, the mixture was allowed to warm up to room temperature and stirred for 4 hours. 50 mL of saturated Na2SO3 was added into the mixture and stirred for 30 minutes. The solution was then neutralized with 50 mL of saturated NaHCO3 sol... The reactants are ClCCBr, O=[N+]([O-])c1ccc(Cl)c(O)c1, [K+], [K+], O=C([O-])[O-], CN(C)C=O, O. Product: O=[N+]([O-])c1ccc(Cl)c(OCCCl)c1. As a reaction SMILES: [Cl:12][CH2:13][CH2:14][Br:15].[Cl:1][c:2]1[c:3]([OH:11])[cH:4][c:5]([N+:8](=[O:9])[O-:10])[cH:6][cH:7]1.[K+:16].[K+:17].[O-:18][C:19]([O-:20])=[O:21].[O:22]=[CH:23][N:24]([CH3:25])[CH3:26].[OH2:27]>>[Cl:1][c:2]1[c:3]([O:11][CH2:14][CH2:13][Cl:12])[cH:4][c:5]([N+:8](=[O:9])[O-:10])[cH:6][cH:7]1.